This data is from the Open Reaction Database (ORD), a public repository of structured organic reaction records. The task is: describe an organic reaction: reactants, conditions, products, and yield The reactants are C(C)C=1NC=2CCCCC2C(C1)=O (2-ethyl-5,6,7,8-tetrahydro-4(1H)-quinolone), BrCC1=CC=C(C(=O)OC)C=C1 (methyl 4-(bromomethyl)benzoate). Product: C(C)C1=NC=2CCCCC2C(=C1)OCC1=CC=C(C(=O)OC)C=C1 (methyl 4-[(2-ethyl-5,6,7,8-tetrahydroquinolin-4-yloxy)methyl]benzoate). Yield: 67.0%. RXN SMILES: [CH2:1]([C:3]1[NH:4][C:5]2[CH2:6][CH2:7][CH2:8][CH2:9][C:10]=2[C:11](=[O:13])[CH:12]=1)[CH3:2].Br[CH2:15][C:16]1[CH:25]=[CH:24][C:19]([C:20]([O:22][CH3:23])=[O:21])=[CH:18][CH:17]=1>>[CH2:1]([C:3]1[CH:12]=[C:11]([O:13][CH2:15][C:16]2[CH:25]=[CH:24][C:19]([C:20]([O:22][CH3:23])=[O:21])=[CH:18][CH:17]=2)[C:10]2[CH2:9][CH2:8][CH2:7][CH2:6][C:5]=2[N:4]=1)[CH3:2]. Reported procedure: Using an analogous procedure to that described in Example 1, but starting from 2-ethyl-5,6,7,8-tetrahydro-4(1H)-quinolone and methyl 4-(bromomethyl)benzoate and purifying the product by flash chromatography eluting with methane/dichloromethane (1:49 v/v), there was obtained in 67% yield methyl 4-[(2-ethyl-5,6,7,8-tetrahydroquinolin-4-yloxy)methyl]benzoate (B), m.p. 79°-80° C.; NMR (CDCl3): 1.3(t,3H), 1.75-1.95(m,4H), 2.65-2.8(m,4H), 2.85-2.95(m,4H), 3.9(s,3H), 5.2(s,2H), 6.5(s,1H), 7.5(d,2H), 8....